Task: describe an organic reaction: reactants, conditions, products, and yield. Dataset: the Open Reaction Database (ORD), a public repository of structured organic reaction records Reactants: NC1=C(C(=NN1)C1=CC=C(C=C1)F)C1=CC=NC=C1 (5-amino-3-(4-fluorophenyl)-4-(pyridin-4-yl)pyrazole), ClCC(=O)OCC (ethyl chloroacetate), O (water), [H-].[Na+] (sodium hydride). Run in CN(C=O)C (N,N-dimethylformamide), CN(C=O)C (N,N-dimethylformamide), CN(C=O)C (N,N-dimethylformamide). Conditions: time 30 minute. Yields the product FC1=CC=C(C=C1)C=1C(=C2N(N1)CC(N2)=O)C2=CC=NC=C2 (2,3-dihydro-6-(4-fluorophenyl)-2-oxo-7-(pyridin-4-yl)-1H-imidazo[1,2-b]pyrazole). The yield is 10.1%. RXN SMILES: [H-].[Na+].[NH2:3][C:4]1[NH:8][N:7]=[C:6]([C:9]2[CH:14]=[CH:13][C:12]([F:15])=[CH:11][CH:10]=2)[C:5]=1[C:16]1[CH:21]=[CH:20][N:19]=[CH:18][CH:17]=1.Cl[CH2:23][C:24](OCC)=[O:25].O>CN(C)C=O>[F:15][C:12]1[CH:13]=[CH:14][C:9]([C:6]2[C:5]([C:16]3[CH:21]=[CH:20][N:19]=[CH:18][CH:17]=3)=[C:4]3[NH:3][C:24](=[O:25])[CH2:23][N:8]3[N:7]=2)=[CH:10][CH:11]=1 |f:0.1|. Reported procedure: To a suspension of sodium hydride (288 mg) in N,N-dimethylformamide (20 ml) was added dropwise a solution of 5-amino-3-(4-fluorophenyl)-4-(pyridin-4-yl)pyrazole (1.524 g) in N,N-dimethylformamide (5 ml) with ice cooling. The mixture was stirred for 30 minutes and to the mixture was added a solution of ethyl chloroacetate (883 mg) in N,N-dimethylformamide (5 ml). After stirring of the mixture for 1 hour at ambient temperature, the reaction mixture was poured into water and the separated oil was e... Starting materials: [OH-].[Na+] (sodium hydroxide), FC1=C(C=CC(=C1)OCC1=CC=C(C=C1)CN(C=1SC=C(N1)C(C)C)CCC1=CC=C(C=C1)F)CCC(=O)OCC (Ethyl 3-{2-fluoro-4-[(4-{[[2-(4-fluorophenyl)ethyl](4-isopropyl-1,3-thiazol-2-yl)amino]methyl}benzyl)oxy]phenyl}-propanoate), Cl (hydrochloric acid). The solvent is O (water), C(C)O (ethanol). Reaction conditions: time 1 hour. Product: FC1=C(C=CC(=C1)OCC1=CC=C(C=C1)CN(C=1SC=C(N1)C(C)C)CCC1=CC=C(C=C1)F)CCC(=O)O (3-{2-fluoro-4-[(4-{[[2-(4-fluorophenyl)ethyl](4-isopropyl-1,3-thiazol-2-yl)amino]methyl}benzyl)oxy]-phenyl}propanoic acid). Isolated yield 76.7%. Reaction SMILES: [F:1][C:2]1[CH:7]=[C:6]([O:8][CH2:9][C:10]2[CH:15]=[CH:14][C:13]([CH2:16][N:17]([CH2:26][CH2:27][C:28]3[CH:33]=[CH:32][C:31]([F:34])=[CH:30][CH:29]=3)[C:18]3[S:19][CH:20]=[C:21]([CH:23]([CH3:25])[CH3:24])[N:22]=3)=[CH:12][CH:11]=2)[CH:5]=[CH:4][C:3]=1[CH2:35][CH2:36][C:37]([O:39]CC)=[O:38].[OH-].[Na+].Cl>C(O)C.O>[F:1][C:2]1[CH:7]=[C:6]([O:8][CH2:9][C:10]2[CH:15]=[CH:14][C:13]([CH2:16][N:17]([CH2:26][CH2:27][C:28]3[CH:29]=[CH:30][C:31]([F:34])=[CH:32][CH:33]=3)[C:18]3[S:19][CH:20]=[C:21]([CH:23]([CH3:24])[CH3:25])[N:22]=3)=[CH:12][CH:11]=2)[CH:5]=[CH:4][C:3]=1[CH2:35][CH2:36][C:37]([OH:39])=[O:38] |f:1.2|. Procedure: Ethyl 3-{2-fluoro-4-[(4-{[[2-(4-fluorophenyl)ethyl](4-isopropyl-1,3-thiazol-2-yl)amino]methyl}benzyl)oxy]phenyl}-propanoate (485 mg) was dissolved in ethanol (5 mL), 2N aqueous sodium hydroxide solution (2 mL) was added, and the mixture was stirred at room temperature for 1 hr. The reaction mixture was diluted with water, neutralized with 1N hydrochloric acid, and extracted with ethyl acetate. The extract was dried using a Presep Dehydration tube (manufactured by Wako Pure Chemical Industries, L...